From a dataset of the Open Reaction Database (ORD), a public repository of structured organic reaction records. describe an organic reaction: reactants, conditions, products, and yield Starting materials: CC(=O)OI1(C=2C=CC=CC2C(=O)O1)(OC(=O)C)OC(=O)C (Dess-Martin Periodinane), C(C)(C)(C)OC(NC(CC)C(O)C=1OC2=C(N1)C=CC=C2)=O ([1-(Benzooxazol-2-yl-hydroxy-methyl)-propyl]-carbamic acid tert-butyl ester). Run in C(Cl)Cl (methylene chloride). Conditions: time 4 hour. Product: C(C)(C)(C)OC(NC(CC)C(=O)C=1OC2=C(N1)C=CC=C2)=O ([1-(Benzooxazole-2-carbonyl)-propyl]-carbamic acid tert-butyl ester). Yield: 80.6%. As a reaction SMILES: CC(OI1(OC(C)=O)(OC(C)=O)OC(=O)C2C=CC=CC1=2)=O.[C:23]([O:27][C:28](=[O:44])[NH:29][CH:30]([CH:33]([C:35]1[O:36][C:37]2[CH:43]=[CH:42][CH:41]=[CH:40][C:38]=2[N:39]=1)[OH:34])[CH2:31][CH3:32])([CH3:26])([CH3:25])[CH3:24]>C(Cl)Cl>[C:23]([O:27][C:28](=[O:44])[NH:29][CH:30]([C:33]([C:35]1[O:36][C:37]2[CH:43]=[CH:42][CH:41]=[CH:40][C:38]=2[N:39]=1)=[O:34])[CH2:31][CH3:32])([CH3:24])([CH3:25])[CH3:26]. Reported procedure: Dess-Martin Periodinane (15 wt % in DCM, 8.8 g, 3.1 mmol) was added to a solution of [1-(Benzooxazol-2-yl-hydroxy-methyl)-propyl]-carbamic acid tert-butyl ester (475 mg, 1.55 mmol) in dry methylene chloride (15 ml) and stirred at room temperature for 4 hrs. The reaction was quenched with a solution of Na2S2O3 in aqueous NaHCO3. The organic layer was separated and the aqueous extracted with dichloromethane. The organic extracts were dried over sodium sulfate and concentrated under reduced pressur... Starting materials: CCN=C=NCCCN(C)C, CCOC(C)=O, CCCNS(=O)(=O)Nc1ccc(F)c(C(=O)O)c1F, CN(C)C=O, On1nnc2ccccc21, Nc1cnc2[nH]ccc2c1. The product is CCCNS(=O)(=O)Nc1ccc(F)c(C(=O)Nc2cnc3[nH]ccc3c2)c1F. RXN SMILES: [CH3:40][CH2:41][N:42]=[C:43]=[N:44][CH2:45][CH2:46][CH2:47][N:48]([CH3:49])[CH3:50].[CH3:56][CH2:57][O:58][C:59]([CH3:60])=[O:61].[F:1][c:2]1[c:3]([C:4](=[O:5])[OH:6])[c:7]([F:19])[cH:8][cH:9][c:10]1[NH:11][S:12]([NH:13][CH2:14][CH2:15][CH3:16])(=[O:17])=[O:18].[O:51]=[CH:52][N:53]([CH3:54])[CH3:55].[OH:30][n:31]1[c:32]2[c:33]([cH:34][cH:35][cH:36][cH:37]2)[n:38][n:39]1.[nH:20]1[cH:21][cH:22][c:23]2[c:24]1[n:25][cH:26][c:27]([NH2:29])[cH:28]2>>[F:1][c:2]1[c:3]([C:4](=[O:6])[NH:29][c:27]2[cH:26][n:25][c:24]3[nH:20][cH:21][cH:22][c:23]3[cH:28]2)[c:7]([F:19])[cH:8][cH:9][c:10]1[NH:11][S:12]([NH:13][CH2:14][CH2:15][CH3:16])(=[O:17])=[O:18]. Starting materials: CO, CCOC(=O)c1cn(C)n(-c2ccc(F)cc2F)c1=O, [Na+], C1CCOC1, [OH-]. Product: Cn1cc(C(=O)O)c(=O)n1-c1ccc(F)cc1F. As a reaction SMILES: [CH3:28][OH:29].[F:1][c:2]1[c:3](-[n:9]2[n:10]([CH3:20])[cH:11][c:12]([C:15](=[O:16])[O:17][CH2:18][CH3:19])[c:13]2=[O:14])[cH:4][cH:5][c:6]([F:8])[cH:7]1.[Na+:27].[O:21]1[CH2:22][CH2:23][CH2:24][CH2:25]1.[OH-:26]>>[F:1][c:2]1[c:3](-[n:9]2[n:10]([CH3:20])[cH:11][c:12]([C:15](=[O:16])[OH:17])[c:13]2=[O:14])[cH:4][cH:5][c:6]([F:8])[cH:7]1. Reactants: [OH-].[Na+] (sodium hydroxide), ClC=1C=C(C=CC1OC(C)C)C1=NC(=NO1)C=1C=CC=C2C(=CN(C12)C)CNCC(=O)OCC (ethyl N-{[7-(5-{3-chloro-4-[(1-methylethyl)oxy]phenyl}-1,2,4-oxadiazol-3-yl)-1-methyl-1H-indol-3-yl]methyl}glycinate). Run in O (water), O1CCCC1 (tetrahydrofuran), C(C)O (ethanol). Run at temperature 20 celsius, time 8 hour. The product is ClC=1C=C(C=CC1OC(C)C)C1=NC(=NO1)C=1C=CC=C2C(=CN(C12)C)CNCC(=O)O (N-{[7-(5-{3-chloro-4-[(1-methylethyl)oxy]phenyl}-1,2,4-oxadiazol-3-yl)-1-methyl-1H-indol-3-yl]methyl}glycine). Isolated yield 56.3%. As a reaction SMILES: [Cl:1][C:2]1[CH:3]=[C:4]([C:12]2[O:16][N:15]=[C:14]([C:17]3[CH:18]=[CH:19][CH:20]=[C:21]4[C:25]=3[N:24]([CH3:26])[CH:23]=[C:22]4[CH2:27][NH:28][CH2:29][C:30]([O:32]CC)=[O:31])[N:13]=2)[CH:5]=[CH:6][C:7]=1[O:8][CH:9]([CH3:11])[CH3:10].[OH-].[Na+]>O1CCCC1.C(O)C.O>[Cl:1][C:2]1[CH:3]=[C:4]([C:12]2[O:16][N:15]=[C:14]([C:17]3[CH:18]=[CH:19][CH:20]=[C:21]4[C:25]=3[N:24]([CH3:26])[CH:23]=[C:22]4[CH2:27][NH:28][CH2:29][C:30]([OH:32])=[O:31])[N:13]=2)[CH:5]=[CH:6][C:7]=1[O:8][CH:9]([CH3:10])[CH3:11] |f:1.2|. Procedure details: To a solution of ethyl N-{[7-(5-{3-chloro-4-[(1-methylethyl)oxy]phenyl}-1,2,4-oxadiazol-3-yl)-1-methyl-1H-indol-3-yl]methyl}glycinate (D77) (283 mg) in tetrahydrofuran (5 mL) and ethanol (5 mL) stirred at 20° C. was added a solution of sodium hydroxide (40 mg) in water (5 mL) in one charge. The reaction mixture was stirred at 20° C. overnight. The reaction mixture was concentrated to about 5 mL and then H2SO4 (0.1 M) solution was added dropwise until no further white precipitate was formed. The ... Reactants: CC(C)(C)C(=O)c1c[nH]c2ncc(Br)nc12, Cl, OB(O)c1cccc(CN2CCCCC2)c1, [NH4+], [OH-]. Product: CC(C)(C)C(=O)c1c[nH]c2ncc(-c3cccc(CN4CCCCC4)c3)nc12. As a reaction SMILES: [Br:1][c:2]1[n:3][c:4]2[c:5]([n:6][cH:7]1)[nH:8][cH:9][c:10]2[C:11]([C:12]([CH3:13])([CH3:14])[CH3:15])=[O:16].[ClH:17].[N:18]1([CH2:24][c:25]2[cH:26][c:27]([B:31]([OH:32])[OH:33])[cH:28][cH:29][cH:30]2)[CH2:19][CH2:20][CH2:21][CH2:22][CH2:23]1.[NH4+:35].[OH-:34]>>[c:2]1(-[c:27]2[cH:26][c:25]([CH2:24][N:18]3[CH2:19][CH2:20][CH2:21][CH2:22][CH2:23]3)[cH:30][cH:29][cH:28]2)[n:3][c:4]2[c:5]([n:6][cH:7]1)[nH:8][cH:9][c:10]2[C:11]([C:12]([CH3:13])([CH3:14])[CH3:15])=[O:16]. Reactants: Cl.C(C)OC(C(C)(SC1CCNCC1)C)=O (2-methyl-2-(piperidin-4-ylsulfanyl)-propionic acid ethyl ester hydrochloride salt), C(C)(C)N(C(C)C)CC (N,N-diisoproylethylamine), CS(=O)(=O)Cl (methanesulfonyl chloride). Run in C1CCOC1 (THF). Yields the product C(C)OC(C(C)(C)SC1CCN(CC1)S(=O)(=O)C)=O (2-(1-methanesulfonyl-piperidin-4-ylsulfanyl)-2-methyl-propionic acid ethyl ester). Yield: 41.9%. As a reaction SMILES: Cl.[CH2:2]([O:4][C:5](=[O:16])[C:6]([CH3:15])([S:8][CH:9]1[CH2:14][CH2:13][NH:12][CH2:11][CH2:10]1)[CH3:7])[CH3:3].C(N(CC)C(C)C)(C)C.[CH3:26][S:27](Cl)(=[O:29])=[O:28]>C1COCC1>[CH2:2]([O:4][C:5](=[O:16])[C:6]([S:8][CH:9]1[CH2:10][CH2:11][N:12]([S:27]([CH3:26])(=[O:29])=[O:28])[CH2:13][CH2:14]1)([CH3:15])[CH3:7])[CH3:3] |f:0.1|. Procedure details: To a solution of 4.47 g (16.74 mmol) of 2-methyl-2-(piperidin-4-ylsulfanyl)-propionic acid ethyl ester hydrochloride salt in anhydrous THF (30 mL) are added 13.45 mL (77.36 mmol) of N,N-diisoproylethylamine, followed by 2.98 mL (38.58 mmol) of methanesulfonyl chloride. The reaction mixture is heated for 2 d to 60° C. The mixture is concentrated under reduced pressure and the residue is partitioned between saturated aqueous NaHCO3 solution (75 mL) and ethyl acetate (75 mL). The basic aqueous laye...